This data is from the Open Reaction Database (ORD), a public repository of structured organic reaction records. The task is: describe an organic reaction: reactants, conditions, products, and yield Starting materials: C1[C@@H]([C@@H]([C@H]([C@@H]([C@]1(CO)O)O)O)O)N.O=C[C@H](O)[C@@H](O)[C@H](O)[C@H](O)CO (valiolamine glucose), C1[C@@H]([C@@H]([C@H]([C@@H]([C@]1(CO)O)O)O)O)N.O=C[C@H](O)[C@@H](O)[C@H](O)[C@H](O)CO (valiolamine glucose), C[O-].[Na+] (sodium methoxide). Solvent: CO (methanol). Run at time 4 hour. The product is C1=C([C@H]([C@@H]([C@H]([C@H]1N)O)O)O)CO.C1[C@@H]2[C@H]([C@@H]([C@H]([C@H](O1)O2)O)O)O (valienamine 1,6-anhydroglucose). Isolated yield 87.6%. Reaction SMILES: [CH2:1]1[C@:6](O)([CH2:7][OH:8])[C@@H:5]([OH:10])[C@H:4]([OH:11])[C@@H:3]([OH:12])[C@H:2]1[NH2:13].O=[CH:15][C@@H:16]([C@H:18]([C@@H:20]([C@@H:22]([CH2:24][OH:25])[OH:23])[OH:21])[OH:19])[OH:17].C[O-].[Na+]>CO>[CH:1]1[C@H:2]([NH2:13])[C@H:3]([OH:12])[C@@H:4]([OH:11])[C@H:5]([OH:10])[C:6]=1[CH2:7][OH:8].[CH2:24]1[O:25][C@@H:15]2[O:23][C@H:22]1[C@@H:20]([OH:21])[C@H:18]([OH:19])[C@H:16]2[OH:17] |f:0.1,2.3,5.6|. Procedure details: 482 mg (0.843 mmol)of 1,6-anhydro-3,4-di-O-acetyl-2-deoxy-2 -[1D(1N,2,4/3)-(2,3,4-tri-O-acetyl-5-C-acetoxymethyl-2,3,4-trihydroxy-5-cyclohexen-1-yl)amino]-β-D-glucopyranose (compound 4) was dissolved in dry methanol (20 ml) and a methanolic solution of sodium methoxide (0.5N, 0.1 ml) was added. After 4 hours, solvent was evaporated and the residue was purified by passing through a column of sephadex using water:ethanol (1:1) as eluent to provide pure 1,6-anhydro-2-deoxy-2-[1D-(1N,2,4/3)-5-C-hydr... The reactants are FC1=CC(=C(C(=O)O)C=C1)C1=CC=CC=C1 (4-Fluoro-2-phenyl benzoic acid), COC([C@@H](N)CCSC)=O (methionine methyl ester). Yields the product COC([C@@H](NC(C1=C(C=C(C=C1)F)C1=CC=CC=C1)=O)CCSC)=O (4-Fluoro-2-phenyl benzoyl methionine methyl ester). Reaction SMILES: [F:1][C:2]1[CH:10]=[CH:9][C:5]([C:6]([OH:8])=O)=[C:4]([C:11]2[CH:16]=[CH:15][CH:14]=[CH:13][CH:12]=2)[CH:3]=1.[CH3:17][O:18][C:19](=[O:26])[C@H:20]([CH2:22][CH2:23][S:24][CH3:25])[NH2:21]>>[CH3:17][O:18][C:19](=[O:26])[C@H:20]([CH2:22][CH2:23][S:24][CH3:25])[NH:21][C:6](=[O:8])[C:5]1[CH:9]=[CH:10][C:2]([F:1])=[CH:3][C:4]=1[C:11]1[CH:16]=[CH:15][CH:14]=[CH:13][CH:12]=1. Procedure details: The resultant product from Example 13B is coupled to methionine methyl ester according to the procedure of Example 1C to give the title compound.